This data is from the Open Reaction Database (ORD), a public repository of structured organic reaction records. The task is: describe an organic reaction: reactants, conditions, products, and yield Run at temperature 4 celsius, time 2 hour. Yields the product CC(CC(C)C=1SC=CC1[N+](=O)[O-])C (2-(4-methylpentan-2-yl)-3-nitrothiophene). Yield: 93.9%. Reaction SMILES: C(O[CH:5]1[CH:9]([N+:10]([O-:12])=[O:11])[CH:8]([CH:13]([CH2:15][CH:16]([CH3:18])[CH3:17])[CH3:14])[S:7][CH2:6]1)(=O)C.S(Cl)(Cl)(=O)=O.O>C1(C)C=CC=CC=1>[CH3:17][CH:16]([CH3:18])[CH2:15][CH:13]([C:8]1[S:7][CH:6]=[CH:5][C:9]=1[N+:10]([O-:12])=[O:11])[CH3:14]. Reactants: S(=O)(=O)(Cl)Cl (sulfuryl chloride), C(C)(=O)OC1CSC(C1[N+](=O)[O-])C(C)CC(C)C (5-(4-methylpentan-2-yl)-4-nitrotetrahydrothiophen-3-yl acetate), O (Water). Solvent: C1(=CC=CC=C1)C (toluene), C1(=CC=CC=C1)C (toluene). Procedure: After dissolving 1.1 g of 5-(4-methylpentan-2-yl)-4-nitrotetrahydrothiophen-3-yl acetate in 7 ml of toluene, the solution was cooled to 4° C. A solution prepared by dissolving 0.8 g of sulfuryl chloride in 2 ml of toluene was added thereto. The temperature of the solution was allowed to rise room temperature, and the solution was stirred for 2 hours. Water was added to stop reaction, and the organic layer was washed with 1 mol/l aqueous sodium hydroxide and saturated saline. The organic layer wa... Starting materials: Cl (HCl), C(=O)C1=CC=C(S1)C=1SC=CC1 (5-formyl-2,2'-bithiophene), C(C)C(C(=O)[O-])(C(=O)[O-])CC (diethyl-malonate), N1CCCCC1 (piperidine), N1=CC=CC=C1 (pyridine). Product: C(C)OC(=O)C(=CC1=CC=C(S1)C=1SC=CC1)C(=O)OCC (5-(2,2-diethoxycarbonyl-ethenyl)-2,2'-bithiophene). RXN SMILES: [CH:1]([C:3]1[S:7][C:6]([C:8]2[S:9][CH:10]=[CH:11][CH:12]=2)=[CH:5][CH:4]=1)=O.C([C:15](CC)([C:19]([O-:21])=[O:20])[C:16]([O-:18])=[O:17])C.N1CCC[CH2:26][CH2:25]1.Cl.N1C=CC=[CH:33][CH:32]=1>>[CH2:25]([O:18][C:16]([C:15]([C:19]([O:21][CH2:32][CH3:33])=[O:20])=[CH:1][C:3]1[S:7][C:6]([C:8]2[S:9][CH:10]=[CH:11][CH:12]=2)=[CH:5][CH:4]=1)=[O:17])[CH3:26]. Procedure: 3.89 g of 5-formyl-2,2'-bithiophene, 3.50 g of diethyl-malonate, 15 ml of pyridine and 2.4 ml of piperidine were heated at 80° C. for 3 hours. After cooling, the mixture was acidified by diluted HCl, extracted with ethyl acetate and purified by column chromatography. The orange crystal product (4.39 g) was obtained by recrystallization from ethanol. The melting point of the product was 60° C. Reactants: CC=1NC=CN1 (2-methylimidazole), [H-].[Na+] (sodium hydride), BrC=1C=NC=C(C1)CCl (3-Bromo-5-(chloromethyl)-pyridine). Solvent: C1CCOC1 (THF), C(C)O (ethanol). Yields the product BrC=1C=NC=C(C1)CN1C(=NC=C1)C (3-Bromo-5-(2-methyl-imidazol-1-ylmethyl)-pyridine). Isolated yield 53.0%. As a reaction SMILES: [H-].[Na+].[CH3:3][C:4]1[NH:5][CH:6]=[CH:7][N:8]=1.[Br:9][C:10]1[CH:11]=[N:12][CH:13]=[C:14]([CH2:16]Cl)[CH:15]=1>C1COCC1.C(O)C>[Br:9][C:10]1[CH:11]=[N:12][CH:13]=[C:14]([CH2:16][N:5]2[CH:6]=[CH:7][N:8]=[C:4]2[CH3:3])[CH:15]=1 |f:0.1|. Procedure details: To a stirred suspension of sodium hydride (0.54 g, 12.3 mmol) in THF (40 ml) at 20° C. was added 2-methylimidazole in portions over 45 min. 3-Bromo-5-(chloromethyl)-pyridine (1 g, 4.1 mmol) in ethanol (8 ml) was then added and this mixture was heated under reflux for 1 h under an argon atmosphere. After cooling and evaporation of solvents the residue was suspended in MeOH, filtered and adsorbed onto silica gel. Chromatographic elution with CH2Cl2/(2M NH3 MeOH)=98:2 afforded the title compound (0... Starting materials: ClC1=NN2C(C(=CC=C2)NCC2=C(C=CC=C2)OC)=N1 ((2-chloro-[1,2,4]triazolo[1,5-a]pyridin-8-yl)-(2-methoxy-benzyl)-amine), CN1CCN(CC1)C=1C=C(N)C=CC1 (3-(4-methylpiperazin-1-yl)aniline). The product is COC1=C(CNC=2C=3N(C=CC2)N=C(N3)NC3=CC(=CC=C3)N3CCN(CC3)C)C=CC=C1 (N(8)-(2-Methoxy-benzyl)-N(2)-[3-(4-methyl-piperazin-1-yl)-phenyl]-[1,2,4]triazolo[1,5-a]pyridine-2,8-diamine), foam. The yield is 25.4%. As a reaction SMILES: Cl[C:2]1[N:20]=[C:5]2[C:6]([NH:10][CH2:11][C:12]3[CH:17]=[CH:16][CH:15]=[CH:14][C:13]=3[O:18][CH3:19])=[CH:7][CH:8]=[CH:9][N:4]2[N:3]=1.[CH3:21][N:22]1[CH2:27][CH2:26][N:25]([C:28]2[CH:29]=[C:30]([CH:32]=[CH:33][CH:34]=2)[NH2:31])[CH2:24][CH2:23]1>>[CH3:19][O:18][C:13]1[CH:14]=[CH:15][CH:16]=[CH:17][C:12]=1[CH2:11][NH:10][C:6]1[C:5]2[N:4]([N:3]=[C:2]([NH:31][C:30]3[CH:32]=[CH:33][CH:34]=[C:28]([N:25]4[CH2:24][CH2:23][N:22]([CH3:21])[CH2:27][CH2:26]4)[CH:29]=3)[N:20]=2)[CH:9]=[CH:8][CH:7]=1. Reported procedure: N(8)-(2-Methoxy-benzyl)-N(2)-[3-(4-methyl-piperazin-1-yl)-phenyl]-[1,2,4]triazolo[1,5-a]pyridine-2,8-diamine was prepared from (2-chloro-[1,2,4]triazolo[1,5-a]pyridin-8-yl)-(2-methoxy-benzyl)-amine (100.00 mg, 0.34634 mmol) and 3-(4-methylpiperazin-1-yl)aniline (74.2 mg, 0.388 mmol) in a manner analogous to Example 2d. Product isolated as a brown foam (39.14 mg, 25.4%). 1H NMR (400 MHz, (D3C)2SO, δ, ppm): 9.12 (s, 1H), 7.96 (d, J=6.4 Hz, 1H), 7.25 (m, 4H), 7.09 (t, J=15.9, 7.8 Hz, 1H), 7.03 (d, ... Starting materials: resultant solution, BrC1=C(C=C(C(=C1)OC)OC)S(=O)(=O)NC1=CC(=C(C=C1)Cl)OCCN(C)C (2-Bromo-N-[4-chloro-3-(2-dimethylamino-ethoxy)-phenyl]-4,5-dimethoxy-benzenesulfonamide), CN(C)CCOC=1C=C(N)C=CC1Cl (3-[2-(N,N-dimethylamino)ethoxy]-4-chloroaniline), BrC1=C(C=CC(=C1OC)OC)S(=O)(=O)Cl (2-bromo-3,4-dimethoxybenzenesulfonyl chloride). Run in ClC(C)Cl (dichloroethane). Product: ClC1=C(C=C(C=C1)NS(=O)(=O)C=1C(=CC(=C(C1)OC)OC)C1=CC=CC=C1)OCCN(C)C (4,5-Dimethoxy-biphenyl-2-sulfonic acid [4-chloro-3-(2-dimethylamino-ethoxy)-phenyl]-amide). Yield: 72.0%. As a reaction SMILES: Br[C:2]1[CH:7]=[C:6]([O:8][CH3:9])[C:5]([O:10][CH3:11])=[CH:4][C:3]=1[S:12]([NH:15][C:16]1[CH:21]=[CH:20][C:19]([Cl:22])=[C:18]([O:23][CH2:24][CH2:25][N:26]([CH3:28])[CH3:27])[CH:17]=1)(=[O:14])=[O:13].CN(CCO[C:35]1[CH:36]=[C:37]([CH:39]=[CH:40][C:41]=1Cl)N)C.BrC1C(OC)=C(OC)C=CC=1S(Cl)(=O)=O>ClC(Cl)C>[Cl:22][C:19]1[CH:20]=[CH:21][C:16]([NH:15][S:12]([C:3]2[C:2]([C:35]3[CH:36]=[CH:37][CH:39]=[CH:40][CH:41]=3)=[CH:7][C:6]([O:8][CH3:9])=[C:5]([O:10][CH3:11])[CH:4]=2)(=[O:14])=[O:13])=[CH:17][C:18]=1[O:23][CH2:24][CH2:25][N:26]([CH3:28])[CH3:27]. Procedure details: 2-Bromo-4,5-dimethoxybenzenesulfonyl chloride To a cooled (0° C.) solution of 4-bromoveratrole (15 mL, 100 mmol) in dichloromethane (100 mL) was added dropwise chlorosufonic acid (26 mL, 400 mmol). The reaction was allowed to slowly warm to ambient temperature and maintained for 3 hours, at which time it was concentrated and diluted with ether (300 mL). The resultant solution was then washed with ice cold water (2×250 mL) and brine (100 mL), dried over magnesium sulfate, and concentrated to furn... Reactants: Br, COc1cc(N=C2OC(C)C3CCCCN23)c(F)cc1Cl. The product is CC1OC(=Nc2cc(O)c(Cl)cc2F)N2CCCCC12. As a reaction SMILES: [BrH:22].[Cl:1][c:2]1[cH:3][c:4]([F:21])[c:5]([N:10]=[C:11]2[O:12][CH:13]([CH3:20])[CH:14]3[N:15]2[CH2:16][CH2:17][CH2:18][CH2:19]3)[cH:6][c:7]1[O:8][CH3:9]>>[Cl:1][c:2]1[cH:3][c:4]([F:21])[c:5]([N:10]=[C:11]2[O:12][CH:13]([CH3:20])[CH:14]3[N:15]2[CH2:16][CH2:17][CH2:18][CH2:19]3)[cH:6][c:7]1[OH:8].